Dataset: the Open Reaction Database (ORD), a public repository of structured organic reaction records. Task: describe an organic reaction: reactants, conditions, products, and yield Starting materials: CN(C)CC1=CC=C(N\C(\C2=CC=CC=C2)=C\2/C(NC3=CC(=CC=C23)C(=O)O)=O)C=C1 (3-Z-[1-(4-(dimethylaminomethyl)-anilino)-1-phenyl-methylene]-6-carboxy-2-indolinone), NC1=CC=CC=C1.FC(CO)(F)F (2,2,2-trifluoroethanol aniline). The product is CN(C)CC1=CC=C(N\C(\C2=CC=CC=C2)=C\2/C(NC3=CC(=CC=C23)C(=O)OCC(F)(F)F)=O)C=C1 (3-Z-[1-(4-(dimethylaminomethyl)-anilino)-1-phenyl-methylene]-6-[(2,2,2-trifluoroethoxy)-carbonyl]-2-indolinone). Reaction SMILES: [CH3:1][N:2]([CH2:4][C:5]1[CH:31]=[CH:30][C:8]([NH:9]/[C:10](=[C:17]2\[C:18](=[O:29])[NH:19][C:20]3[C:25]\2=[CH:24][CH:23]=[C:22]([C:26]([OH:28])=[O:27])[CH:21]=3)/[C:11]2[CH:16]=[CH:15][CH:14]=[CH:13][CH:12]=2)=[CH:7][CH:6]=1)[CH3:3].NC1C=CC=CC=1.[F:39][C:40]([F:44])([F:43])[CH2:41]O>>[CH3:3][N:2]([CH2:4][C:5]1[CH:6]=[CH:7][C:8]([NH:9]/[C:10](=[C:17]2\[C:18](=[O:29])[NH:19][C:20]3[C:25]\2=[CH:24][CH:23]=[C:22]([C:26]([O:28][CH2:41][C:40]([F:44])([F:43])[F:39])=[O:27])[CH:21]=3)/[C:11]2[CH:12]=[CH:13][CH:14]=[CH:15][CH:16]=2)=[CH:30][CH:31]=1)[CH3:1] |f:1.2|. Reported procedure: Prepared from 3-Z-[1-(4-(dimethylaminomethyl)-anilino)-1-phenyl-methylene]-6-carboxy-2-indolinone and 2,2,2-trifluoroethanol aniline Rf value: 0.5 (silica gel, methylene chloride/methanol=5:1) C27H24F3N3O3 Reactants: Cc1c(C=O)[nH]c2c1C(=O)N(CCN1CCCCC1)CCC2, O=C1Cc2cc(F)c(NCc3ccc(F)cc3)cc2N1. The product is Cc1c(C=C2C(=O)Nc3cc(NCc4ccc(F)cc4)c(F)cc32)[nH]c2c1C(=O)N(CCN1CCCCC1)CCC2. RXN SMILES: [CH3:1][c:2]1[c:3]([CH:21]=[O:22])[nH:4][c:5]2[c:6]1[C:7](=[O:20])[N:8]([CH2:12][CH2:13][N:14]1[CH2:15][CH2:16][CH2:17][CH2:18][CH2:19]1)[CH2:9][CH2:10][CH2:11]2.[F:23][c:24]1[cH:25][c:26]2[c:30]([cH:31][c:32]1[NH:33][CH2:34][c:35]1[cH:36][cH:37][c:38]([F:41])[cH:39][cH:40]1)[NH:29][C:28](=[O:42])[CH2:27]2>>[CH3:1][c:2]1[c:3]([CH:21]=[C:27]2[c:26]3[cH:25][c:24]([F:23])[c:32]([NH:33][CH2:34][c:35]4[cH:36][cH:37][c:38]([F:41])[cH:39][cH:40]4)[cH:31][c:30]3[NH:29][C:28]2=[O:42])[nH:4][c:5]2[c:6]1[C:7](=[O:20])[N:8]([CH2:12][CH2:13][N:14]1[CH2:15][CH2:16][CH2:17][CH2:18][CH2:19]1)[CH2:9][CH2:10][CH2:11]2. The reactants are O (water), suspension, [H-].[Na+] (sodium hydride), C1(CC1)NC=C(C(=O)OCC)C(C1=C(C=C(C(=C1)F)N1C=CC=C1)F)=O (ethyl 3-cyclopropylamino-2-(2,5-difluoro-4-pyrrol-1-ylbenzoyl)acrylate). The solvent is O1CCOCC1 (dioxane). Conditions: temperature 80 celsius. Product: FC=1C=C2C(C(=CN(C2=CC1N1C=CC=C1)C1CC1)C(=O)OCC)=O (ethyl 6-fluoro-7-(pyrrol-1-yl)-1-cyclopropyl-1,4-dihydro-4-oxoquinoline-3-carboxylate). The yield is 77.3%. RXN SMILES: [H-].[Na+].[CH:3]1([NH:6][CH:7]=[C:8]([C:14](=[O:28])[C:15]2[CH:20]=[C:19]([F:21])[C:18]([N:22]3[CH:26]=[CH:25][CH:24]=[CH:23]3)=[CH:17][C:16]=2F)[C:9]([O:11][CH2:12][CH3:13])=[O:10])[CH2:5][CH2:4]1.O>O1CCOCC1>[F:21][C:19]1[CH:20]=[C:15]2[C:16](=[CH:17][C:18]=1[N:22]1[CH:26]=[CH:25][CH:24]=[CH:23]1)[N:6]([CH:3]1[CH2:5][CH2:4]1)[CH:7]=[C:8]([C:9]([O:11][CH2:12][CH3:13])=[O:10])[C:14]2=[O:28] |f:0.1|. Reported procedure: 0.07 g (0.00115 mol) of a 60% suspension of sodium hydride in mineral oil is added to a solution of 0.41 g (0.00114 mol) of ethyl 3-cyclopropylamino-2-(2,5-difluoro-4-pyrrol-1-ylbenzoyl)acrylate in 10 ml of anhydrous dioxane. The mixture is heated at 80° C. for 2 hours under a nitrogen atmosphere and left to cool, 30 ml of water are added and the precipitate is filtered off and washed with water to give 0.3 g of a product melting at 216°-9° C. Reactants: [O-]CC.[Na+] (sodium ethoxide), [Na] (sodium), ClC=1C=NN(C1)C(C#N)C (2-(4-chloro-1H-pyrazol-1-yl)propanenitrile). Solvent: C(C)O (ethanol), C(C)O (ethanol). Run at temperature 70 celsius, time 3 hour. The product is ClC=1C=NN(C1)C(C(OCC)=N)C (Ethyl 2-(4-chloro-1H-pyrazol-1-yl)propanimidate). Reaction SMILES: [O-:1][CH2:2][CH3:3].[Na+].[Na].[Cl:6][C:7]1[CH:8]=[N:9][N:10]([CH:12]([CH3:15])[C:13]#[N:14])[CH:11]=1>C(O)C>[Cl:6][C:7]1[CH:8]=[N:9][N:10]([CH:12]([CH3:15])[C:13](=[NH:14])[O:1][CH2:2][CH3:3])[CH:11]=1 |f:0.1,^1:4|. Procedure details: A solution of sodium ethoxide, prepared by adding solid sodium (420 mg, 18.2 mmol) into ethanol (20 mL), was added to a solution of 2-(4-chloro-1H-pyrazol-1-yl)propanenitrile (2530 mg, 13.0 mmol) in ethanol (4 mL). The reaction mixture was stirred at 70° C. for 3 h. 1H NMR analysis of the reaction mixture showed desired product. The mixture was used without further purification. 1H NMR (500 MHz, CDCl3) δ 1.30 (t, 3H), 1.75 (m, 3H), 4.19 (m, 2H), 4.86 (m, 1H), 7.47 (s, 1H), 7.52 (s, 1H). Starting materials: C1(=C(C=CC=C1)P(C1=C(C=CC=C1)C)C1=C(C=CC=C1)C)C (tri-o-tolylphosphine), BrC1=CC=CC=C1 (bromobenzene), C1=CC=C(C=2C1=C1C=C3C=CC=CC3=CC1=CC2)B(O)O (benz[a]anthracene-4-boronic acid), P(=O)([O-])([O-])[O-].[K+].[K+].[K+] (tripotassium phosphate). The reagents and catalysts are C(C)(=O)[O-].[Pd+2].C(C)(=O)[O-] (palladium(II) acetate). Run in C1(=CC=CC=C1)C (toluene), O (water), O1CCOCC1 (dioxane). Product: C1(=CC=CC=C1)C1=CC=CC=2C1=CC=C1C=C3C=CC=CC3=CC21 (4-Phenylbenz[a]anthracene). Reaction SMILES: C1(C)C=CC=CC=1P(C1C=CC=CC=1C)C1C=CC=CC=1C.Br[C:24]1[CH:29]=[CH:28][CH:27]=[CH:26][CH:25]=1.[CH:30]1[C:35]2=[C:36]3[C:45](=[CH:46][CH:47]=[C:34]2[C:33](B(O)O)=[CH:32][CH:31]=1)[CH:44]=[C:43]1[C:38]([CH:39]=[CH:40][CH:41]=[CH:42]1)=[CH:37]3.P([O-])([O-])([O-])=O.[K+].[K+].[K+]>C1(C)C=CC=CC=1.C([O-])(=O)C.[Pd+2].C([O-])(=O)C.O.O1CCOCC1>[C:24]1([C:33]2[C:34]3=[CH:47][CH:46]=[C:45]4[C:36]([CH:37]=[C:38]5[C:43]([CH:42]=[CH:41][CH:40]=[CH:39]5)=[CH:44]4)=[C:35]3[CH:30]=[CH:31][CH:32]=2)[CH:29]=[CH:28][CH:27]=[CH:26][CH:25]=1 |f:3.4.5.6,8.9.10|. Reported procedure: 913 mg (3 mmol) of tri-o-tolylphosphine and then 112 mg (0.5 mmol) of palladium(II) acetate are added to a well-stirred suspension of 7.8 g (50 mmol) of bromobenzene, 15.0 g (55 mmol) of benz[a]anthracene-4-boronic acid and 25.5 g (120 mmol) of tripotassium phosphate in a mixture of 300 ml of toluene, 100 ml of dioxane and 400 ml of water, and the mixture is subsequently heated under reflux for 16 h. After cooling, the precipitated solid is filtered off with suction, washed three times with 50 m... Starting materials: C(CCC)[Li] (n-butyllithium), COC=1C=C(C=CC1)Br (3-methoxybromobenzene). The solvent is CCCCCC (hexane). Conditions: time 1 hour. Yields the product COC=1C=C(C=CC1)[Li] (3-methoxyphenyl lithium). As a reaction SMILES: C([Li:5])CCC.[CH3:6][O:7][C:8]1[CH:9]=[C:10](Br)[CH:11]=[CH:12][CH:13]=1>CCCCCC>[CH3:6][O:7][C:8]1[CH:9]=[C:10]([Li:5])[CH:11]=[CH:12][CH:13]=1. Reported procedure: A solution of 159 ml. of n-butyllithium in 100 ml. of hexane containing 47.7 g. of 3-methoxybromobenzene was stirred at -25° C. for twenty minutes and then was warmed to room temperature and stirred for one hour to provide 3-methoxyphenyl lithium. The reaction mixture was chilled to 10° C. and stirred while a solution of 50 g. of 1-methyl-4-piperidone in 100 ml. of diethyl ether was added dropwise over thirty minutes. Following complete addition, the reaction mixture was stirred for two hours, a... The reactants are BrC1=C2C=CC(=NC2=C(C=C1)F)Cl (5-bromo-2-chloro-8-fluoroquinoline), C[O-].[Na+] (NaOMe). Solvent: CO (methanol), O (water). Run at temperature 50 celsius, time 1 hour. Product: BrC1=C2C=CC(=NC2=C(C=C1)F)OC (5-Bromo-8-fluoro-2-methoxyquinoline). As a reaction SMILES: [Br:1][C:2]1[CH:11]=[CH:10][C:9]([F:12])=[C:8]2[C:3]=1[CH:4]=[CH:5][C:6](Cl)=[N:7]2.[CH3:14][O-:15].[Na+]>CO.O>[Br:1][C:2]1[CH:11]=[CH:10][C:9]([F:12])=[C:8]2[C:3]=1[CH:4]=[CH:5][C:6]([O:15][CH3:14])=[N:7]2 |f:1.2|. Reported procedure: To a suspension of 5-bromo-2-chloro-8-fluoroquinoline (1.08 g, 4.2 mmol) in anhydrous methanol (10 mL) at 50° C. was added NaOMe (30% w/w, 0.9 g, 5.0 mmol). The resulting mixture was stirred at 50° C. for one hour, then allowed to cool to room temperature. The mixture was diluted with water, then extracted with EtOAc. The combined organics were washed with water then saturated Nael (aq), dried over MgSO4, filtered, then concentrated. The residue was purified by silica gel chromatography eluting ...